From a dataset of the Open Reaction Database (ORD), a public repository of structured organic reaction records. describe an organic reaction: reactants, conditions, products, and yield Reactants: Cl.N1(CCC2(CC1)C=CC1=CC=CC=C12)C(=O)[C@@H](CC1=CC=CC=C1)NC(C(C)(C)N)=O (N-[1(R)-[(spiro[1H-indene-1,4'-piperidin]-1'-yl)carbonyl]-2-phenylethyl]-2-amino-2-methylpropanamide hydrochloride). The reagents and catalysts are [Pd] (Pd on carbon). The product is Cl.N1(CCC2(CC1)CCC1=CC=CC=C12)C(=O)[C@@H](CC1=CC=CC=C1)NC(C(C)(C)N)=O (N-[1(R)-[(2,3-dihydrospiro[1H-indene-1,4'-piperidin]-1'-yl)carbonyl]-2-phenylethyl]-2-amino-2-methylpropanamide hydrochloride). Isolated yield 96.7%. As a reaction SMILES: [ClH:1].[N:2]1([C:16]([C@H:18]([NH:26][C:27](=[O:32])[C:28]([NH2:31])([CH3:30])[CH3:29])[CH2:19][C:20]2[CH:25]=[CH:24][CH:23]=[CH:22][CH:21]=2)=[O:17])[CH2:7][CH2:6][C:5]2([C:15]3[C:10](=[CH:11][CH:12]=[CH:13][CH:14]=3)[CH:9]=[CH:8]2)[CH2:4][CH2:3]1>[Pd]>[ClH:1].[N:2]1([C:16]([C@H:18]([NH:26][C:27](=[O:32])[C:28]([NH2:31])([CH3:30])[CH3:29])[CH2:19][C:20]2[CH:25]=[CH:24][CH:23]=[CH:22][CH:21]=2)=[O:17])[CH2:7][CH2:6][C:5]2([C:15]3[C:10](=[CH:11][CH:12]=[CH:13][CH:14]=3)[CH2:9][CH2:8]2)[CH2:4][CH2:3]1 |f:0.1,3.4|. Reported procedure: Prepared from the intermediate obtained from Example 26, Step C (31 mg, 0.068 mmole) by the procedure described in Example 20, Step B (use 10% Pd on carbon instead of Pd(OH)2 to give 30 mg (97%) of the title compound. Reactants: ClB(Cl)Cl, O=C([O-])O, CCN(Cc1cc(Br)ccc1OCc1ccccc1)c1ccc(C(=O)OC)cn1, CSC, ClCCl, [Na+]. Product: CCN(Cc1cc(Br)ccc1O)c1ccc(C(=O)OC)cn1. RXN SMILES: [B:33]([Cl:34])([Cl:35])[Cl:36].[C:37](=[O:38])([OH:39])[O-:40].[CH2:1]([c:2]1[cH:3][cH:4][cH:5][cH:6][cH:7]1)[O:8][c:9]1[c:10]([CH2:11][N:12]([CH2:13][CH3:14])[c:15]2[n:16][cH:17][c:18]([C:21](=[O:22])[O:23][CH3:24])[cH:19][cH:20]2)[cH:25][c:26]([Br:29])[cH:27][cH:28]1.[CH3:30][S:31][CH3:32].[Cl:42][CH2:43][Cl:44].[Na+:41]>>[OH:8][c:9]1[c:10]([CH2:11][N:12]([CH2:13][CH3:14])[c:15]2[n:16][cH:17][c:18]([C:21](=[O:22])[O:23][CH3:24])[cH:19][cH:20]2)[cH:25][c:26]([Br:29])[cH:27][cH:28]1. Starting materials: Cc1ccc(NC(=O)C(C)C)cc1C1CCN(CCCN)CC1, O=C(Cl)C(c1ccccc1)c1ccccc1. Product: Cc1ccc(NC(=O)C(C)C)cc1C1CCN(CCCNC(=O)C(c2ccccc2)c2ccccc2)CC1. Reaction SMILES: [NH2:17][CH2:18][CH2:19][CH2:20][N:21]1[CH2:22][CH2:23][CH:24]([c:27]2[cH:28][c:29]([NH:34][C:35]([CH:36]([CH3:37])[CH3:38])=[O:39])[cH:30][cH:31][c:32]2[CH3:33])[CH2:25][CH2:26]1.[c:1]1([CH:7]([C:8](=[O:9])[Cl:10])[c:11]2[cH:12][cH:13][cH:14][cH:15][cH:16]2)[cH:2][cH:3][cH:4][cH:5][cH:6]1>>[c:1]1([CH:7]([C:8](=[O:9])[NH:17][CH2:18][CH2:19][CH2:20][N:21]2[CH2:22][CH2:23][CH:24]([c:27]3[cH:28][c:29]([NH:34][C:35]([CH:36]([CH3:37])[CH3:38])=[O:39])[cH:30][cH:31][c:32]3[CH3:33])[CH2:25][CH2:26]2)[c:11]2[cH:12][cH:13][cH:14][cH:15][cH:16]2)[cH:2][cH:3][cH:4][cH:5][cH:6]1. Reactants: [Cl-].[NH4+] (ammonium chloride), Cl (hydrochloric acid), C(C1=CC=CC=C1)OC=1C(=CC(=C(C=O)C1)Br)OC (5-benzyloxy-2-bromo-4-methoxy-benzaldehyde), C1(=CC=C(C=C1)[Mg]Br)C (p-tolylmagnesium bromide). The solvent is C(C)(=O)OCC (ethyl acetate), O1CCCC1 (tetrahydrofuran). Reaction conditions: time 10 minute. Reaction SMILES: [CH2:1]([O:8][C:9]1[C:10]([O:18][CH3:19])=[CH:11][C:12]([Br:17])=[C:13]([CH:16]=1)[CH:14]=[O:15])[C:2]1[CH:7]=[CH:6][CH:5]=[CH:4][CH:3]=1.[C:20]1([CH3:28])[CH:25]=[CH:24][C:23]([Mg]Br)=[CH:22][CH:21]=1.[Cl-].[NH4+].Cl>C(OCC)(=O)C.O1CCCC1>[CH2:1]([O:8][C:9]1[C:10]([O:18][CH3:19])=[CH:11][C:12]([Br:17])=[C:13]([CH:14]([C:23]2[CH:24]=[CH:25][C:20]([CH3:28])=[CH:21][CH:22]=2)[OH:15])[CH:16]=1)[C:2]1[CH:3]=[CH:4][CH:5]=[CH:6][CH:7]=1 |f:2.3|. The product is C(C1=CC=CC=C1)OC=1C(=CC(=C(C1)C(O)C1=CC=C(C=C1)C)Br)OC ((5-Benzyloxy-2-bromo-4-methoxyphenyl)p-tolylmethanol). Procedure: To a mixture of 5-benzyloxy-2-bromo-4-methoxy-benzaldehyde (1 g) and tetrahydrofuran (10 mL) was added p-tolylmagnesium bromide (1 mol/L tetrahydrofuran solution, 3.7 mL) under ice-salt bath cooling. After stirring at same temperature for 10 minutes, to the mixture were added an aqueous solution of ammonium chloride, ethyl acetate and 2 mol/L hydrochloric acid. The separated organic layer was dried over anhydrous magnesium sulfate, and concentrated under reduced pressure. The residue was purifie... Starting materials: CO, COC(=O)Cc1ccc(C#CCCO)cc1. The product is COC(=O)Cc1ccc(CCCCO)cc1. RXN SMILES: [CH3:17][OH:18].[OH:1][CH2:2][CH2:3][C:4]#[C:5][c:6]1[cH:7][cH:8][c:9]([CH2:12][C:13](=[O:14])[O:15][CH3:16])[cH:10][cH:11]1>>[OH:1][CH2:2][CH2:3][CH2:4][CH2:5][c:6]1[cH:7][cH:8][c:9]([CH2:12][C:13](=[O:14])[O:15][CH3:16])[cH:10][cH:11]1. Reactants: OC1CCCC(=C1/C=C/C#CC1=CC=C(C(=O)OCC)C=C1)C (Ethyl (−)-(E)-4-(4-(6-hydroxy-2-methylcyclohex-1-enyl)but-3-en-1-ynyl)benzoate), OC1CCCC(=C1/C=C/C#CC1=CC=C(C(=O)OCC)C=C1)C (Ethyl (−)-(E)-4-(4-(6-hydroxy-2-methylcyclohex-1-enyl)but-3-en-1-ynyl)benzoate), C(C1=CC=CC=C1)(=O)Cl (benzoyl chloride). Yields the product C(C1=CC=CC=C1)(=O)OC1CCCC(=C1/C=C/C#CC1=CC=C(C(=O)OCC)C=C1)C (Ethyl (−)-(E)-4-(4-(6-Benzoyloxy-2-methylcyclohex-1-enyl)but-3-ene-1-ynyl)benzoate). Reaction SMILES: [OH:1][CH:2]1[C:7](/[CH:8]=[CH:9]/[C:10]#[C:11][C:12]2[CH:22]=[CH:21][C:15]([C:16]([O:18][CH2:19][CH3:20])=[O:17])=[CH:14][CH:13]=2)=[C:6]([CH3:23])[CH2:5][CH2:4][CH2:3]1.[C:24](Cl)(=[O:31])[C:25]1[CH:30]=[CH:29][CH:28]=[CH:27][CH:26]=1>>[C:24]([O:1][CH:2]1[C:7](/[CH:8]=[CH:9]/[C:10]#[C:11][C:12]2[CH:22]=[CH:21][C:15]([C:16]([O:18][CH2:19][CH3:20])=[O:17])=[CH:14][CH:13]=2)=[C:6]([CH3:23])[CH2:5][CH2:4][CH2:3]1)(=[O:31])[C:25]1[CH:30]=[CH:29][CH:28]=[CH:27][CH:26]=1. Procedure: The title compound, a colorless oil, was prepared from ethyl (−)-(E)-4-(4-(6-hydroxy-2-methylcyclohex-1-enyl)but-3-en-1-ynyl)benzoate (Compound 1a, 30 mg, 0.097 mmol) and benzoyl chloride (0.041 mL, 0.35 mmol) as described in General Procedure D. [α]D=−100 (EtOAc), PNMR (300 MHz, CDCl3) δ 1.37 (t, 3 H, J=7.1 Hz), 1.66 (m, 3 H), 1.97 (s, 3 H), 2.10 (m, 1 H), 2.28 (m, 2 H), 4.36 (q, 2 H, J=7.1 Hz), 5.78 (d, 1 H, J=16 Hz), 5.92 (s, 1 H), 7.41-7.45 (several ds, 4 H), 7.54 (m, 1 H), 7.95 (dd, 2 H, J=... Reactants: Ru(OCOCH3)2((R)-dm-binap), CC(CC(CC(=O)OCC)=O)C (ethyl 5-methyl-3-oxo-hexanoate), C(C)(=O)[O-].[NH4+] (ammonium acetate). The solvent is C(C)O (ethanol). Conditions: temperature 80 celsius, time 15 hour. Product: NC(CC(=O)OCC)CC(C)C (ethyl (−)-3-amino-5-methylhexanoate). Isolated yield 34.8%. Reaction SMILES: [CH3:1][CH:2]([CH3:12])[CH2:3][C:4](=O)[CH2:5][C:6]([O:8][CH2:9][CH3:10])=[O:7].C([O-])(=O)C.[NH4+:17]>C(O)C>[NH2:17][CH:4]([CH2:3][CH:2]([CH3:12])[CH3:1])[CH2:5][C:6]([O:8][CH2:9][CH3:10])=[O:7] |f:1.2|. Procedure details: Ru(OCOCH3)2((R)-dm-binap)(5.5 mg, 0.058 mmol), ethyl 5-methyl-3-oxo-hexanoate (500 mg, 2.903 mmol), ammonium acetate (224 mg, 2.903 mmol) and ethanol (2.5 mL) were placed in a 2.5 mL-stainless autoclave under atmosphere of nitrogen, and the mixture was further stirred under a hydrogen pressure of 3 MPa at 80° C. for 15 hours. After completion of the reaction, the solvent was removed by evaporation in vacuo and the residue was purified by column chromatography on silica gel (eluent:hexane ethyl a...